This data is from the Open Reaction Database (ORD), a public repository of structured organic reaction records. The task is: describe an organic reaction: reactants, conditions, products, and yield The reactants are C(C)(C)(C)OC(=O)N1C[C@H]([C@@H](CC1)C1=CC(=CC=C1)C)O (trans-N-t-butoxycarbonyl-4-(3-methylphenyl)-3 hydroxy piperidine), [H-].[Na+] (sodium hydride), C(C1=CC=CC=C1)Br (benzyl bromide). Solvent: CN(C)C=O (DMF). Run at time 10 minute. The product is C(C)(C)(C)OC(=O)N1C[C@H]([C@@H](CC1)C1=CC(=CC=C1)C)OCC1=CC=CC=C1 (trans-N-t-Butoxycarbonyl-4-(3-methylphenyl)-3 benzyloxy piperidine). Reaction SMILES: [C:1]([O:5][C:6]([N:8]1[CH2:13][CH2:12][C@@H:11]([C:14]2[CH:19]=[CH:18][CH:17]=[C:16]([CH3:20])[CH:15]=2)[C@H:10]([OH:21])[CH2:9]1)=[O:7])([CH3:4])([CH3:3])[CH3:2].[H-].[Na+].[CH2:24](Br)[C:25]1[CH:30]=[CH:29][CH:28]=[CH:27][CH:26]=1>CN(C=O)C>[C:1]([O:5][C:6]([N:8]1[CH2:13][CH2:12][C@@H:11]([C:14]2[CH:19]=[CH:18][CH:17]=[C:16]([CH3:20])[CH:15]=2)[C@H:10]([O:21][CH2:24][C:25]2[CH:30]=[CH:29][CH:28]=[CH:27][CH:26]=2)[CH2:9]1)=[O:7])([CH3:4])([CH3:3])[CH3:2] |f:1.2|. Procedure details: To a solution of trans-N-t-butoxycarbonyl-4-(3-methylphenyl)-3 hydroxy piperidine (131 mg, 0.449 mmol), in DMF (2 ml) at 0° C. was added sodium hydride (27 mg of a 60% dispersion in mineral oil, 0.890 mmol). After 10 min, benzyl bromide (0.107 ml, 0.890 mmol) was added and the reaction allowed to warm to room temperature over 16 hrs. The reaction was quenched by the addition of saturated NH4Cl solution (5 ml) and extraction with EtOAc. The organic extracts were washed with brine and dried (MgSO4... Starting materials: ClC1=NC=NC2=CC(=CC=C12)C(=O)OC (methyl 4-chloroquinazoline-7-carboxylate), FC(OC1=CC=C(N)C=C1)(F)F (4-trifluoromethoxyaniline). Run in C(C)(CC)O (sec-BuOH). Reaction conditions: temperature 100 celsius, time 2 hour. Yields the product FC(OC1=CC=C(C=C1)NC1=NC=NC2=CC(=CC=C12)C(=O)OC)(F)F (Methyl 4-(4-(trifluoromethoxy)phenylamino)quinazoline-7-carboxylate). The yield is 91.0%. Reaction SMILES: Cl[C:2]1[C:11]2[C:6](=[CH:7][C:8]([C:12]([O:14][CH3:15])=[O:13])=[CH:9][CH:10]=2)[N:5]=[CH:4][N:3]=1.[F:16][C:17]([F:27])([F:26])[O:18][C:19]1[CH:25]=[CH:24][C:22]([NH2:23])=[CH:21][CH:20]=1>C(O)(CC)C>[F:16][C:17]([F:26])([F:27])[O:18][C:19]1[CH:20]=[CH:21][C:22]([NH:23][C:2]2[C:11]3[C:6](=[CH:7][C:8]([C:12]([O:14][CH3:15])=[O:13])=[CH:9][CH:10]=3)[N:5]=[CH:4][N:3]=2)=[CH:24][CH:25]=1. Procedure details: To a solution of methyl 4-chloroquinazoline-7-carboxylate (610 mg, 2.75 mmol) in sec-BuOH (5 mL) was added 4-trifluoromethoxyaniline (535.5 mg, 3.02 mmol) at room temperature. The mixture was heated at 100° C. and stirred for 2 h. The solvent was evaporated and the compound was crystallized from CHCl3 and Et2O mixture (3:1). The white crystals were collected by filtration and washed with Et2O. (890 mg, 91% Yield). MS m/z 364.10 (M+1).